Dataset: the Open Reaction Database (ORD), a public repository of structured organic reaction records. Task: describe an organic reaction: reactants, conditions, products, and yield Reactants: FC1=CC=C(C=C1)[N+](=O)[O-] (1-fluoro-4-nitro-benzene), N1N=CN=C1 (1,2,4-triazole). The product is N1(N=CN=C1)C1=CC=C(C=C1)N (4-[1,2,4]triazol-1-yl-phenylamine). Reaction SMILES: F[C:2]1[CH:7]=[CH:6][C:5]([N+:8]([O-])=O)=[CH:4][CH:3]=1.[NH:11]1[CH:15]=[N:14][CH:13]=[N:12]1>>[N:11]1([C:2]2[CH:7]=[CH:6][C:5]([NH2:8])=[CH:4][CH:3]=2)[CH:15]=[N:14][CH:13]=[N:12]1. Procedure details: The title compound is obtained as described in Example 18a/b using 1-fluoro-4-nitro-benzene (Fluka, Buchs, Switzerland) and 1,2,4-triazole (Fluka, Buchs, Switzerland). Title compound: ES-MS: 161.2 (M+H)+; analytical HPLC: tret=3.29 minutes (Grad 2). Starting materials: CC(=O)O, C1CCOC1, CC(C)c1cc(OCCO[Si](C)(C)C)c(I)cc1Oc1cnc(N)nc1N, O. The product is CC(C)c1cc(OCCO)c(I)cc1Oc1cnc(N)nc1N. As a reaction SMILES: [C:28]([OH:29])(=[O:30])[CH3:31].[CH2:32]1[O:33][CH2:34][CH2:35][CH2:36]1.[I:1][c:2]1[c:3]([O:20][CH2:21][CH2:22][O:23][Si:24]([CH3:25])([CH3:26])[CH3:27])[cH:4][c:5]([CH:17]([CH3:18])[CH3:19])[c:6]([O:7][c:8]2[c:9]([NH2:15])[n:10][c:11]([NH2:14])[n:12][cH:13]2)[cH:16]1.[OH2:37]>>[I:1][c:2]1[c:3]([O:20][CH2:21][CH2:22][OH:23])[cH:4][c:5]([CH:17]([CH3:18])[CH3:19])[c:6]([O:7][c:8]2[c:9]([NH2:15])[n:10][c:11]([NH2:14])[n:12][cH:13]2)[cH:16]1. Reactants: BrC1=CC=C(C=C1)[C@H](C)N1C(O[C@](CC1)(C1=CC=CC=C1)CCCN(S(=O)(=O)C)C)=O (N-(3-((R)-3-((S)-1-(4-bromophenyl)ethyl)-2-oxo-6-phenyl-1,3-oxazinan-6-yl)propyl)-N-methylmethanesulfonamide), CC1=NC=CC(=C1)B(O)O (2-methylpyridine-4-boronic acid). The product is CN(S(=O)(=O)C)CCC[C@@]1(CCN(C(O1)=O)[C@@H](C)C1=CC=C(C=C1)C1=CC(=NC=C1)C)C1=CC=CC=C1 (N-methyl-N-(3-((R)-3-((S)-1-(4-(2-methylpyridin-4-yl)phenyl)ethyl)-2-oxo-6-phenyl-1,3-oxazinan-6-yl)propyl)methanesulfonamide). Reaction SMILES: Br[C:2]1[CH:7]=[CH:6][C:5]([C@@H:8]([N:10]2[CH2:15][CH2:14][C@:13]([CH2:22][CH2:23][CH2:24][N:25]([CH3:30])[S:26]([CH3:29])(=[O:28])=[O:27])([C:16]3[CH:21]=[CH:20][CH:19]=[CH:18][CH:17]=3)[O:12][C:11]2=[O:31])[CH3:9])=[CH:4][CH:3]=1.[CH3:32][C:33]1[CH:38]=[C:37](B(O)O)[CH:36]=[CH:35][N:34]=1>>[CH3:30][N:25]([CH2:24][CH2:23][CH2:22][C@@:13]1([C:16]2[CH:21]=[CH:20][CH:19]=[CH:18][CH:17]=2)[O:12][C:11](=[O:31])[N:10]([C@H:8]([C:5]2[CH:6]=[CH:7][C:2]([C:37]3[CH:36]=[CH:35][N:34]=[C:33]([CH3:32])[CH:38]=3)=[CH:3][CH:4]=2)[CH3:9])[CH2:15][CH2:14]1)[S:26]([CH3:29])(=[O:28])=[O:27]. Procedure details: The title compound was prepared from N-(3-((R)-3-((S)-1-(4-bromophenyl)ethyl)-2-oxo-6-phenyl-1,3-oxazinan-6-yl)propyl)-N-methylmethanesulfonamide and 2-methylpyridine-4-boronic acid following a procedure analogous to that described in Example 1 Step 2. LC-MS Method 2 tR=1, m/z=522.1; 1H NMR (CDCl3) 1.23 (m, 1H), 1.48 (d, 3H), 1.68-1.99 (m, 3H), 2.11-2.31 (m, 3H), 2.56 (s, 3H), 2.66 (s, 3H), 2.68 (s, 3H), 2.84-3.08 (m, 3H), 5.68 (m, 1H), 6.92 (d, 1H), 7.15 (d, 1H), 7.25 (m, 4H), 7.31 (m, 4H), 8.4... Procedure: The title compound was prepared from 2-methylpyrazine-5-carboxylic acid and 4-ethoxy-2-nitroaniline as a yellow solid as described in Example 15. 1H NMR (CDCl3): 12.82 (s, 1H), 9.36 (s, 1H), 8.90 (d, J=9.6, 1H), 8.56 (d, J=1.0. 1H), 7.74 (d, J=2.7, 1H), 7.32-7.29 (m, 1H), 4.11 (q, J=6.9, 2H), 2.71 (s, 3H), 1.46 (t, J=6.9, 3H). Product: CC=1N=CC(=NC1)C(=O)NC1=C(C=C(C=C1)OCC)[N+](=O)[O-] (5-Methyl-N-(4-ethoxy-2-nitrophenyl)-2-pyrazinecarboxamide). Reaction SMILES: [CH3:1][C:2]1[CH:7]=[N:6][C:5]([C:8]([OH:10])=O)=[CH:4][N:3]=1.[CH2:11]([O:13][C:14]1[CH:20]=[CH:19][C:17]([NH2:18])=[C:16]([N+:21]([O-:23])=[O:22])[CH:15]=1)[CH3:12]>>[CH3:1][C:2]1[N:3]=[CH:4][C:5]([C:8]([NH:18][C:17]2[CH:19]=[CH:20][C:14]([O:13][CH2:11][CH3:12])=[CH:15][C:16]=2[N+:21]([O-:23])=[O:22])=[O:10])=[N:6][CH:7]=1. Starting materials: CC1=NC=C(N=C1)C(=O)O (2-methylpyrazine-5-carboxylic acid), C(C)OC1=CC(=C(N)C=C1)[N+](=O)[O-] (4-ethoxy-2-nitroaniline). The reagents and catalysts are [Cu]I (copper(I) iodide). Reported procedure: A mixture of 6.00 g (22.00 mmol) 3,4-dichloroiodobenzene, 2.94 g (33.00 mmol) D-alanine, 0.42 g (2.20 mmol) copper(I) iodide, 0.96 g (4.40 mmol) 2-hydroxybenzaldehyde phenylhydrazone, 14.00 g (66.00 mmol) tri-potassium phosphate in 32 ml of N,N-dimethylformamide was stirred at 80° C. for 16 h under argon, then after cooling diluted with water and acidified to pH 3 by addition of 25% aq. HCl solution. The mixture was extracted with EtOAc (3×), the organic phases were washed with brine, dried (Na2... As a reaction SMILES: [Cl:1][C:2]1[CH:3]=[C:4](I)[CH:5]=[CH:6][C:7]=1[Cl:8].[NH2:10][C@@H:11]([C:13]([OH:15])=[O:14])[CH3:12].C1(NN=CC2C=CC=CC=2O)C=CC=CC=1.P([O-])([O-])([O-])=O.[K+].[K+].[K+].Cl>CN(C)C=O.O.[Cu]I>[Cl:1][C:2]1[CH:3]=[C:4]([NH:10][C@H:11]([CH3:12])[C:13]([OH:15])=[O:14])[CH:5]=[CH:6][C:7]=1[Cl:8] |f:3.4.5.6|. Run at temperature 80 celsius, time 16 hour. Run in CN(C=O)C (N,N-dimethylformamide), O (water). Starting materials: ClC=1C=C(C=CC1Cl)I (3,4-dichloroiodobenzene), N[C@H](C)C(=O)O (D-alanine), C1(=CC=CC=C1)NN=CC1=C(C=CC=C1)O (2-hydroxybenzaldehyde phenylhydrazone), P(=O)([O-])([O-])[O-].[K+].[K+].[K+] (tri-potassium phosphate), Cl (HCl). Isolated yield 60.4%. The product is ClC=1C=C(C=CC1Cl)N[C@@H](C(=O)O)C ((R)-2-(3,4-Dichloro-phenylamino)-propionic acid). Starting materials: CC(C)c1cc(C#N)cc2nc(-c3ccc(C(=O)NCc4ccc(Br)cc4)cc3)oc12, CC(C)(C)[O-], Cc1ccccc1, FC(F)(F)c1ccc(C2CCNC2)cc1, [Na+], c1ccc(P(c2ccccc2)c2ccc3ccccc3c2-c2c(P(c3ccccc3)c3ccccc3)ccc3ccccc23)cc1. The product is CC(C)c1cc(C#N)cc2nc(-c3ccc(C(=O)NCc4ccc(N5CCC(c6ccc(C(F)(F)F)cc6)C5)cc4)cc3)oc12. As a reaction SMILES: [Br:7][c:8]1[cH:9][cH:10][c:11]([CH2:12][NH:13][C:14]([c:15]2[cH:16][cH:17][c:18](-[c:21]3[o:22][c:23]4[c:24]([n:25]3)[cH:26][c:27]([C:33]#[N:34])[cH:28][c:29]4[CH:30]([CH3:31])[CH3:32])[cH:19][cH:20]2)=[O:35])[cH:36][cH:37]1.[CH3:1][C:2]([CH3:3])([O-:4])[CH3:5].[CH3:99][c:100]1[cH:101][cH:102][cH:103][cH:104][cH:105]1.[F:38][C:39]([c:40]1[cH:41][cH:42][c:43]([CH:46]2[CH2:47][NH:48][CH2:49][CH2:50]2)[cH:44][cH:45]1)([F:51])[F:52].[Na+:6].[c:53]1(-[c:54]2[c:55]3[c:56]([cH:57][cH:58][cH:59][cH:60]3)[cH:61][cH:62][c:63]2[P:64]([c:65]2[cH:66][cH:67][cH:68][cH:69][cH:70]2)[c:71]2[cH:72][cH:73][cH:74][cH:75][cH:76]2)[c:77]2[c:78]([cH:79][cH:80][cH:81][cH:82]2)[cH:83][cH:84][c:85]1[P:86]([c:87]1[cH:88][cH:89][cH:90][cH:91][cH:92]1)[c:93]1[cH:94][cH:95][cH:96][cH:97][cH:98]1>>[c:8]1([N:48]2[CH2:47][CH:46]([c:43]3[cH:42][cH:41][c:40]([C:39]([F:38])([F:51])[F:52])[cH:45][cH:44]3)[CH2:50][CH2:49]2)[cH:9][cH:10][c:11]([CH2:12][NH:13][C:14]([c:15]2[cH:16][cH:17][c:18](-[c:21]3[o:22][c:23]4[c:24]([n:25]3)[cH:26][c:27]([C:33]#[N:34])[cH:28][c:29]4[CH:30]([CH3:31])[CH3:32])[cH:19][cH:20]2)=[O:35])[cH:36][cH:37]1.